Dataset: the Open Reaction Database (ORD), a public repository of structured organic reaction records. Task: describe an organic reaction: reactants, conditions, products, and yield The reactants are Cl, Nc1nc(N)c(N=O)c(N2CCOCC2)n1, [Na+], [Na+], O, O=S([O-])S(=O)[O-]. Yields the product Nc1nc(N)c(N)c(N2CCOCC2)n1, O=S(=O)(O)O. RXN SMILES: [ClH:17].[NH2:1][c:2]1[n:3][c:4]([N:11]2[CH2:12][CH2:13][O:14][CH2:15][CH2:16]2)[c:5]([N:9]=[O:10])[c:6]([NH2:8])[n:7]1.[Na+:24].[Na+:25].[OH2:26].[S:18]([O-:19])(=[O:20])[S:21](=[O:22])[O-:23]>>[NH2:1][c:2]1[n:3][c:4]([N:11]2[CH2:12][CH2:13][O:14][CH2:15][CH2:16]2)[c:5]([NH2:9])[c:6]([NH2:8])[n:7]1.[OH:10][S:21](=[O:22])([OH:23])=[O:26]. Conditions: time 24 hour. Reaction SMILES: S(=O)(=O)(O)O.[NH2:6][C:7]1[CH:12]=[CH:11][C:10]([CH2:13][CH2:14][CH2:15][C:16]([OH:18])=[O:17])=[CH:9][CH:8]=1.Cl.[CH3:20][CH2:21]O>>[CH2:20]([O:17][C:16](=[O:18])[CH2:15][CH2:14][CH2:13][C:10]1[CH:9]=[CH:8][C:7]([NH2:6])=[CH:12][CH:11]=1)[CH3:21]. Yields the product C(C)OC(CCCC1=CC=C(C=C1)N)=O (4-(4-amino-phenyl)-butyric acid ethyl ester). Reported procedure: Catalytic sulfuric acid was added to a solution of 4-(4-aminophenyl) butyric acid (6.0 g, 33.48 mmol) in EtOH. The reaction mixture was stirred at room temperature for 24 h. HCl (5 mL, 6N) was added and the reaction mixture was heated at reflux for 24 h. The reaction mixture was concentrated in vacuo and CH2Cl2 and water were added. The pH was adjusted to 7.0 with aqueous NaHCO3 (satd). The organic solution was washed with water (1×) and brine (1×), dried over MgSO4, filtered, and concentrated t... Starting materials: S(O)(O)(=O)=O (sulfuric acid), NC1=CC=C(C=C1)CCCC(=O)O (4-(4-aminophenyl) butyric acid), CCO (EtOH), Cl (HCl).